Dataset: the Open Reaction Database (ORD), a public repository of structured organic reaction records. Task: describe an organic reaction: reactants, conditions, products, and yield Reactants: Cc1ccccc1, Cc1ccc2c(c1)C(C)(C)C(CCO)CC2(C)C, O=S(Cl)Cl, c1ccncc1. RXN SMILES: [CH3:29][c:30]1[cH:31][cH:32][cH:33][cH:34][cH:35]1.[OH:1][CH2:2][CH2:3][CH:4]1[CH2:5][C:6]([CH3:17])([CH3:18])[c:7]2[cH:8][cH:9][c:10]([CH3:16])[cH:11][c:12]2[C:13]1([CH3:14])[CH3:15].[S:25]([Cl:26])([Cl:27])=[O:28].[cH:19]1[cH:20][cH:21][n:22][cH:23][cH:24]1>>[CH2:2]([CH2:3][CH:4]1[CH2:5][C:6]([CH3:17])([CH3:18])[c:7]2[cH:8][cH:9][c:10]([CH3:16])[cH:11][c:12]2[C:13]1([CH3:14])[CH3:15])[Cl:27]. Product: Cc1ccc2c(c1)C(C)(C)C(CCCl)CC2(C)C. The reactants are O=C([O-])[O-], CCOC(=O)c1cccnc1Cl, CN(C)C=O, [Cs+], [Cs+], O, Oc1ccc2nonc2c1. The product is CCOC(=O)c1cccnc1Oc1ccc2nonc2c1. Reaction SMILES: [C:23](=[O:24])([O-:25])[O-:26].[CH2:11]([CH3:12])[O:13][C:14]([c:15]1[c:16]([Cl:21])[n:17][cH:18][cH:19][cH:20]1)=[O:22].[CH3:30][N:31]([CH3:32])[CH:33]=[O:34].[Cs+:27].[Cs+:28].[OH2:29].[n:1]1[o:2][n:3][c:4]2[c:5]1[cH:6][cH:7][c:8]([OH:10])[cH:9]2>>[n:1]1[o:2][n:3][c:4]2[c:5]1[cH:6][cH:7][c:8]([O:10][c:16]1[c:15]([C:14]([O:13][CH2:11][CH3:12])=[O:22])[cH:20][cH:19][cH:18][n:17]1)[cH:9]2. Reactants: C(=O)(OC(C)(C)C)NO (BocNHOH), [H-].[Na+] (NaH), C(C)OC(C(CCC1=CC=CC=C1)OS(=O)(=O)C)=O (2-Methanesulfonyloxy-4-phenyl-butyric acid ethyl ester). The solvent is CN(C)C=O (DMF). Conditions: temperature 0 celsius, time 15 minute. Yields the product C(C)OC(C(CCC1=CC=CC=C1)ONC(=O)OC(C)(C)C)=O (N-Boc-2-Aminooxy-4-phenyl-butyric acid ethyl ester). Isolated yield 51.5%. Reaction SMILES: [C:1]([NH:8][OH:9])([O:3][C:4]([CH3:7])([CH3:6])[CH3:5])=[O:2].[H-].[Na+].[CH2:12]([O:14][C:15](=[O:30])[CH:16](OS(C)(=O)=O)[CH2:17][CH2:18][C:19]1[CH:24]=[CH:23][CH:22]=[CH:21][CH:20]=1)[CH3:13]>CN(C=O)C>[CH2:12]([O:14][C:15](=[O:30])[CH:16]([O:9][NH:8][C:1]([O:3][C:4]([CH3:7])([CH3:6])[CH3:5])=[O:2])[CH2:17][CH2:18][C:19]1[CH:24]=[CH:23][CH:22]=[CH:21][CH:20]=1)[CH3:13] |f:1.2|. Procedure details: To a solution of BocNHOH (958 mg, 7.2 mmol) in DMF (15 mL) was added NaH (60% in mineral oil, 320 mg, 8 mmol) at 0° C. The resulting mixture was stirred at 0° C. for 15 min. The compound from Step 9a (1.81 g, 6 mmol) was added to the mixture at 0° C. The resulting mixture was stirred at room temperature for 2 hours. The reaction mixture was quenched with saturated NH4Cl and extracted with EtOAc (3×15 mL), dried (Na2SO4) and filtered. The organic solvent was removed under reduced pressure and res... The reactants are C#CCBr, O=C([O-])[O-], CCCCCCC(C)(C)c1ccc(C2=CCCNC2)c(O)c1, CCO, [K+], [K+]. Yields the product C#CCN1CCC=C(c2ccc(C(C)(C)CCCCCC)cc2O)C1. As a reaction SMILES: [Br:29][CH2:30][C:31]#[CH:32].[C:23](=[O:24])([O-:25])[O-:26].[CH3:1][C:2]([CH2:3][CH2:4][CH2:5][CH2:6][CH2:7][CH3:8])([CH3:9])[c:10]1[cH:11][c:12]([OH:22])[c:13]([C:16]2=[CH:21][CH2:20][CH2:19][NH:18][CH2:17]2)[cH:14][cH:15]1.[CH3:33][CH2:34][OH:35].[K+:27].[K+:28]>>[CH3:1][C:2]([CH2:3][CH2:4][CH2:5][CH2:6][CH2:7][CH3:8])([CH3:9])[c:10]1[cH:11][c:12]([OH:22])[c:13]([C:16]2=[CH:21][CH2:20][CH2:19][N:18]([CH2:32][C:31]#[CH:30])[CH2:17]2)[cH:14][cH:15]1. The reactants are CC(C)(C)OC(=O)NNc1ccccc1C(=O)O, CN(C(=O)c1ccc(Cl)cc1)C1CCNCC1c1ccc(Cl)c(Cl)c1, Cl. Product: CN(C(=O)c1ccc(Cl)cc1)C1CCN(C(=O)c2ccccc2NNC(=O)OC(C)(C)C)CC1c1ccc(Cl)c(Cl)c1. As a reaction SMILES: [C:27]([CH3:28])([CH3:29])([CH3:30])[O:31][C:32](=[O:33])[NH:34][NH:35][c:36]1[c:37]([C:38](=[O:39])[OH:40])[cH:41][cH:42][cH:43][cH:44]1.[Cl:2][c:3]1[cH:4][cH:5][c:6]([C:7](=[O:8])[N:9]([CH3:10])[CH:11]2[CH:12]([c:17]3[cH:18][c:19]([Cl:24])[c:20]([Cl:23])[cH:21][cH:22]3)[CH2:13][NH:14][CH2:15][CH2:16]2)[cH:25][cH:26]1.[ClH:1]>>[Cl:2][c:3]1[cH:4][cH:5][c:6]([C:7](=[O:8])[N:9]([CH3:10])[CH:11]2[CH:12]([c:17]3[cH:18][c:19]([Cl:24])[c:20]([Cl:23])[cH:21][cH:22]3)[CH2:13][N:14]([C:38]([c:37]3[c:36]([NH:35][NH:34][C:32]([O:31][C:27]([CH3:28])([CH3:29])[CH3:30])=[O:33])[cH:44][cH:43][cH:42][cH:41]3)=[O:39])[CH2:15][CH2:16]2)[cH:25][cH:26]1. Starting materials: C(#N)CC=1C(=C(C(=NC1C(F)(F)F)C(F)F)C(=O)OC)CC(C)C (5-(cyanomethyl)-4-(2-methylpropyl)-2-(difluoromethyl)-6-(trifluoromethyl)-3-pyridinecarboxylic acid, methyl ester), acid chloride, CC(C(=O)Cl)(CCBr)C (2,2-dimethyl-4-bromobutyryl chloride), [OH-].[Na+] (NaOH). Reagents/catalysts: [Cl-].C(C1=CC=CC=C1)[N+](CC)(CC)CC (benzyltriethylammonium chloride). Run in ClCCl (dichloromethane). Yields the product C(#N)C(C=1C(=C(C(=NC1C(F)(F)F)C(F)F)C(=O)OC)CC(C)C)=C1OCCC1(C)C (5-[Cyano(dihyrdo-3,3-dimethyl-2(3H)-furanylidene)methyl]-2-(difluoromethyl)-4-(2-methylpropyl)-6-(trifluoromethyl)-3-pyridinecarboxylic acid, methyl ester). The yield is 121.8%. RXN SMILES: [C:1]([CH2:3][C:4]1[C:5]([CH2:21][CH:22]([CH3:24])[CH3:23])=[C:6]([C:17]([O:19][CH3:20])=[O:18])[C:7]([CH:14]([F:16])[F:15])=[N:8][C:9]=1[C:10]([F:13])([F:12])[F:11])#[N:2].[CH3:25][C:26]([CH3:33])([CH2:30][CH2:31]Br)[C:27](Cl)=[O:28].[OH-].[Na+]>[Cl-].C([N+](CC)(CC)CC)C1C=CC=CC=1.ClCCl>[C:1]([C:3](=[C:27]1[C:26]([CH3:33])([CH3:25])[CH2:30][CH2:31][O:28]1)[C:4]1[C:5]([CH2:21][CH:22]([CH3:24])[CH3:23])=[C:6]([C:17]([O:19][CH3:20])=[O:18])[C:7]([CH:14]([F:16])[F:15])=[N:8][C:9]=1[C:10]([F:12])([F:13])[F:11])#[N:2] |f:2.3,4.5|. Procedure details: A 250-mL round-bottom flask equipped with a mechanical stirrer was charged with 2.0 g (5.7 mmol) 5-(cyanomethyl)-4-(2-methylpropyl)-2-(difluoromethyl)-6-(trifluoromethyl)-3-pyridinecarboxylic acid, methyl ester, prepared as in Example d, above, 95 mL dichloromethane, 0.12 g of benzyltriethylammonium chloride, and 2.4 g (11.3 mmol) of 2,2-dimethyl-4-bromobutyryl chloride. The solution was stirred and 24 mL 50% NaOH was added. Two additional equivalents of acid chloride were added after 15 minutes...